This data is from the Open Reaction Database (ORD), a public repository of structured organic reaction records. The task is: describe an organic reaction: reactants, conditions, products, and yield Starting materials: C[Mg]Br (Methylmagnesium bromide), COC=1C=C(C=CC1C1=CN=C(O1)C)C1=NN=C2N1CCCC2(C(=O)OCC)OC2=CC=C(C=C2)C(F)(F)F (ethyl 3-[3-methoxy-4-(2-methyl-1,3-oxazol-5-yl)phenyl]-8-[4-(trifluoromethyl)phenoxy]-5,6,7,8-tetrahydro[1,2,4]triazolo[4,3-a]pyridine-8-carboxylate), C1CCOC1 (THF), [Cl-].[NH4+] (ammonium chloride). Conditions: time 1 hour. Yields the product COC=1C=C(C=CC1C1=CN=C(O1)C)C1=NN=C2N1CCCC2(OC2=CC=C(C=C2)C(F)(F)F)C(C)(C)O (2-{3-[3-methoxy-4-(2-methyl-1,3-oxazol-5-yl)phenyl]-8-[4-(trifluoromethyl)phenoxy]-5,6,7,8-tetrahydro[1,2,4]triazolo[4,3-a]pyridin-8-yl}propan-2-ol). As a reaction SMILES: [CH3:1][Mg]Br.[CH3:4][O:5][C:6]1[CH:7]=[C:8]([C:18]2[N:22]3[CH2:23][CH2:24][CH2:25][C:26]([O:32][C:33]4[CH:38]=[CH:37][C:36]([C:39]([F:42])([F:41])[F:40])=[CH:35][CH:34]=4)(C(OCC)=O)[C:21]3=[N:20][N:19]=2)[CH:9]=[CH:10][C:11]=1[C:12]1[O:16][C:15]([CH3:17])=[N:14][CH:13]=1.[Cl-].[NH4+].[CH2:45]1[CH2:49][O:48]CC1>>[CH3:4][O:5][C:6]1[CH:7]=[C:8]([C:18]2[N:22]3[CH2:23][CH2:24][CH2:25][C:26]([C:49]([OH:48])([CH3:45])[CH3:1])([O:32][C:33]4[CH:38]=[CH:37][C:36]([C:39]([F:41])([F:42])[F:40])=[CH:35][CH:34]=4)[C:21]3=[N:20][N:19]=2)[CH:9]=[CH:10][C:11]=1[C:12]1[O:16][C:15]([CH3:17])=[N:14][CH:13]=1 |f:2.3|. Reported procedure: Methylmagnesium bromide (1M THF solution, 4.75 ml) was added to a mixture of ethyl 3-[3-methoxy-4-(2-methyl-1,3-oxazol-5-yl)phenyl]-8-[4-(trifluoromethyl)phenoxy]-5,6,7,8-tetrahydro[1,2,4]triazolo[4,3-a]pyridine-8-carboxylate (515 mg) in THF (7 mL) under ice-cooling, and the mixture was stirred for 1 hr. Saturated aqueous ammonium chloride solution was added, and the mixture was extracted with ethyl acetate. The extract was washed with saturated aqueous sodium hydrogen carbonate solution and sat... The reactants are CCS(=O)(=O)c1cccc(-c2cc(N)c(OC)c3[nH]c4ncc(C)cc4c23)c1, COc1c(N)cc(-c2cccc(NC(=O)C3CC3)c2)c2c1[nH]c1ncc(C)cc12. Product: CCS(=O)(=O)c1cccc(-c2cc(NC(=O)C3CC3)c(OC)c3[nH]c4ncc(C)cc4c23)c1. As a reaction SMILES: [CH2:1]([CH3:2])[S:3](=[O:4])(=[O:5])[c:6]1[cH:7][c:8](-[c:12]2[c:13]3[c:14]4[c:15]([nH:16][c:17]3[c:18]([O:22][CH3:23])[c:19]([NH2:21])[cH:20]2)[n:24][cH:25][c:26]([CH3:28])[cH:27]4)[cH:9][cH:10][cH:11]1.[NH2:29][c:30]1[c:31]([O:32][CH3:33])[c:34]2[c:35]([c:36]3[cH:37][c:38]([CH3:39])[cH:40][n:41][c:42]3[nH:43]2)[c:44](-[c:45]2[cH:46][c:47]([NH:48][C:53](=[O:54])[CH:55]3[CH2:56][CH2:57]3)[cH:49][cH:50][cH:51]2)[cH:52]1>>[CH2:1]([CH3:2])[S:3](=[O:4])(=[O:5])[c:6]1[cH:7][c:8](-[c:12]2[c:13]3[c:14]4[c:15]([nH:16][c:17]3[c:18]([O:22][CH3:23])[c:19]([NH:21][C:53](=[O:54])[CH:55]3[CH2:56][CH2:57]3)[cH:20]2)[n:24][cH:25][c:26]([CH3:28])[cH:27]4)[cH:9][cH:10][cH:11]1. Reactants: C(CCC)NC(C(CC(C(CC1CCCCC1)NC(OC(C)(C)C)=O)O)C)=O ([5-(butylamino)-1-(cyclohexylmethyl)-2-hydroxy-4-methyl-5-oxopentyl]carbamic acid, 1,1-dimethylethyl ester), Cl (HCl), [NH4+].[OH-] (NH4OH). Run in O1CCOCC1 (dioxane), O1CCOCC1 (dioxane). Product: [NH4+].[OH-] (NH4OH), NC(C(CC(C(=O)NCCCC)C)O)CC1CCCCC1 (δ-Amino-N-butyl-γ-hydroxy-α-methyl-cyclohexanehexanamide). The yield is 231.1%. Reaction SMILES: [CH2:1]([NH:5][C:6](=[O:28])[CH:7]([CH3:27])[CH2:8][CH:9]([OH:26])[CH:10]([NH:18]C(=O)[O:20]C(C)(C)C)[CH2:11][CH:12]1[CH2:17][CH2:16][CH2:15][CH2:14][CH2:13]1)[CH2:2][CH2:3][CH3:4].Cl.[NH4+].[OH-]>O1CCOCC1>[NH4+:5].[OH-:20].[NH2:18][CH:10]([CH2:11][CH:12]1[CH2:13][CH2:14][CH2:15][CH2:16][CH2:17]1)[CH:9]([OH:26])[CH2:8][CH:7]([CH3:27])[C:6]([NH:5][CH2:1][CH2:2][CH2:3][CH3:4])=[O:28] |f:2.3,5.6|. Reported procedure: A solution of the product from A [1S-(1R*,2R*, 4R*)][5-(butylamino)-1-(cyclohexylmethyl)-2-hydroxy-4-methyl-5-oxopentyl]carbamic acid, 1,1-dimethylethyl ester (0.23 g, 0.58 mmol) in dioxane (5 mL) at 0° C. was added a dioxane solution (15 mL) saturated with HCl(g) and allowed to stand two h and then warm to r.t. for 16 h. The reaction was made basic (pH=8) by the dropwise addition of conc. NH4OH and then extracted with CH2Cl2. The organic layer was washed with water, dried (Na2CO3), filtered and...